The task is: describe an organic reaction: reactants, conditions, products, and yield. This data is from the Open Reaction Database (ORD), a public repository of structured organic reaction records. Starting materials: BrCC=1C=C2C=CC(N(C2=CC1)C)=O (6-bromomethyl-1,2-dihydro-1-methylquinolin-2-one), OC=1C=C(C=CC1)[C@@]1(C[C@@H](OCC1)C)OC ((2S,4R)-4-(3-hydroxyphenyl)-4-methoxy-2-methyltetrahydropyran). Yields the product CN1C(C=CC2=CC(=CC=C12)COC=1C=C(C=CC1)[C@@]1(C[C@@H](OCC1)C)OC)=O ((2S,4R)-4-[3-(1,2-dihydro-1-methyl-2-oxoquinolin-6-ylmethoxy)phenyl]-4-methoxy-2-methyltetrahydropyran). The yield is 69.0%. RXN SMILES: Br[CH2:2][C:3]1[CH:4]=[C:5]2[C:10](=[CH:11][CH:12]=1)[N:9]([CH3:13])[C:8](=[O:14])[CH:7]=[CH:6]2.[OH:15][C:16]1[CH:17]=[C:18]([C@@:22]2([O:29][CH3:30])[CH2:27][CH2:26][O:25][C@@H:24]([CH3:28])[CH2:23]2)[CH:19]=[CH:20][CH:21]=1>>[CH3:13][N:9]1[C:10]2[C:5](=[CH:4][C:3]([CH2:2][O:15][C:16]3[CH:17]=[C:18]([C@@:22]4([O:29][CH3:30])[CH2:27][CH2:26][O:25][C@@H:24]([CH3:28])[CH2:23]4)[CH:19]=[CH:20][CH:21]=3)=[CH:12][CH:11]=2)[CH:6]=[CH:7][C:8]1=[O:14]. Procedure: Using the procedure described in Example 1, 6-bromomethyl-1,2-dihydro-1-methylquinolin-2-one was reacted with (2S,4R)-4-(3-hydroxyphenyl)-4-methoxy-2-methyltetrahydropyran to give (2S,4R)-4-[3-(1,2-dihydro-1-methyl-2-oxoquinolin-6-ylmethoxy)phenyl]-4-methoxy-2-methyltetrahydropyran in 69% yield, m.p. 88°-90° C. Reactants: OC=1C=C(C(=O)OC)C=CC1C (Methyl 3-hydroxy-4-methylbenzoate), BrBr (Br2). Run in C(Cl)Cl (CH2Cl2), C(Cl)Cl (CH2Cl2). Reaction conditions: time 8 hour. The product is BrC1=C(C(=O)OC)C=C(C(=C1)C)O (Methyl 2-bromo-5-hydroxy-4-methylbenzoate). As a reaction SMILES: [OH:1][C:2]1[CH:3]=[C:4]([CH:9]=[CH:10][C:11]=1[CH3:12])[C:5]([O:7][CH3:8])=[O:6].[Br:13]Br>C(Cl)Cl>[Br:13][C:9]1[CH:10]=[C:11]([CH3:12])[C:2]([OH:1])=[CH:3][C:4]=1[C:5]([O:7][CH3:8])=[O:6]. Procedure: A solution of 1 g (6 mmoles) of the ester from step a. dissolved in 10 ml of dry CH2Cl2 and cooled in an ice bath was treated dropwise with 0.96 g (6 mmoles) of Br2 in 2 ml CH2Cl2. The reaction flask was sealed and stored at -15° overnight. Gentle swirling of the reaction solution induced crystallization of fine white needles that were collected by filtration and washed with cold CH2Cl2 /hexanes.